From a dataset of the Open Reaction Database (ORD), a public repository of structured organic reaction records. describe an organic reaction: reactants, conditions, products, and yield Starting materials: Cl (hydrochloric acid), aqueous solution, [OH-].[Na+] (sodium hydroxide), Cl.C(=O)(O)CN1C(C(CSC2=C1C=CC=C2)NC(C)C(=O)OCC)=O (5-carboxymethyl-3-(1-ethoxycarbonylethylamino)- 2,3-dihydro-1,5-benzothiazepin-4(5H)-one hydrochloride). The solvent is O (water). Yields the product Cl.C(=O)(O)CN1C(C(CSC2=C1C=CC=C2)NC(C)C(=O)O)=O (5-carboxymethyl-3-(1-carboxyethylamino)-2,3-dihydro-1,5-benzothiazepin-4(5H)-one hydrochloride). Isolated yield 80.8%. Reaction SMILES: [ClH:1].[C:2]([CH2:5][N:6]1[C:12]2[CH:13]=[CH:14][CH:15]=[CH:16][C:11]=2[S:10][CH2:9][CH:8]([NH:17][CH:18]([C:20]([O:22]CC)=[O:21])[CH3:19])[C:7]1=[O:25])([OH:4])=[O:3].[OH-].[Na+].Cl>O>[ClH:1].[C:2]([CH2:5][N:6]1[C:12]2[CH:13]=[CH:14][CH:15]=[CH:16][C:11]=2[S:10][CH2:9][CH:8]([NH:17][CH:18]([C:20]([OH:22])=[O:21])[CH3:19])[C:7]1=[O:25])([OH:4])=[O:3] |f:0.1,2.3,6.7|. Procedure: 200 mg of the 5-carboxymethyl-3-(1-ethoxycarbonylethylamino)-2,3-dihydro-1,5-benzothiazepin-4(5H)-one hydrochloride obtained in Example 12 was dissolved in 5 ml of water and 1.5 ml of a 1N aqueous solution of sodium hydroxide and then reacted at room temperature for an hour. Thereafter, the solution was adjusted to pH 1-2 with hydrochloric acid and concentrated to dryness under reduced pressure. Ethanol was added to the residue and the insoluble matter was removed by filtration. After the filtra... Reactants: C(#N)CC(=O)OCC (ethyl cyanoacetate), [H-].[Na+] (NaH), ClCCOCCCl (1-chloro-2-(2-chloroethoxy)ethane). Solvent: CN(C)C=O (DMF), CN(C)C=O (DMF). Product: C(#N)C1(CCOCC1)C(=O)OCC (ethyl 4-cyanotetrahydro-2H-pyran-4-carboxylate). The yield is 28.0%. Reaction SMILES: [H-].[Na+].[C:3]([CH2:5][C:6]([O:8][CH2:9][CH3:10])=[O:7])#[N:4].Cl[CH2:12][CH2:13][O:14][CH2:15][CH2:16]Cl>CN(C=O)C>[C:3]([C:5]1([C:6]([O:8][CH2:9][CH3:10])=[O:7])[CH2:16][CH2:15][O:14][CH2:13][CH2:12]1)#[N:4] |f:0.1|. Reported procedure: To a suspension of NaH (22.11 g, 552.1 mmol) in DMF (350 mL) is added ethyl cyanoacetate (23.5 mL, 195 mmol) at 0° C. over 25 min. The reaction mixture is warmed to room temperature for 2 h and it is cooled down to 0° C. again. A solution of 1-chloro-2-(2-chloroethoxy)ethane (31.1 mL, 265.4 mmol) in DMF (50 mL) is added and the reaction mixture is warmed to room temperature for 1 h. Then the reaction mixture is heated at 90° C. for 16 h before the reaction is quenched with ice cold water (180 mL... Reactants: O=C([O-])[O-], CCO, CCOC(=O)CNc1cncc(Cl)n1, [H][H], [K+], [K+], [OH-], [OH-], [Pd+2]. Product: CCOC(=O)CNc1cnccn1. Reaction SMILES: [C:15](=[O:16])([O-:17])[O-:18].[CH3:23][CH2:24][OH:25].[Cl:1][c:2]1[cH:3][n:4][cH:5][c:6]([NH:8][CH2:9][C:10](=[O:11])[O:12][CH2:13][CH3:14])[n:7]1.[H:21][H:22].[K+:19].[K+:20].[OH-:26].[OH-:28].[Pd+2:27]>>[cH:2]1[cH:3][n:4][cH:5][c:6]([NH:8][CH2:9][C:10](=[O:11])[O:12][CH2:13][CH3:14])[n:7]1. Starting materials: BrC1=C(C=CC(=C1)[N+](=O)[O-])F (2-Bromo-1-fluoro-4-nitrobenzene), C1(=CC=CC=C1)O (phenol), C([O-])([O-])=O.[Cs+].[Cs+] (cesium carbonate). Run in CS(=O)C (dimethylsulfoxide). Conditions: temperature 110 celsius. Product: BrC1=C(C=CC(=C1)[N+](=O)[O-])OC1=CC=CC=C1 (2-bromo-4-nitro-1-phenoxybenzene). Reaction SMILES: [Br:1][C:2]1[CH:7]=[C:6]([N+:8]([O-:10])=[O:9])[CH:5]=[CH:4][C:3]=1F.[C:12]1([OH:18])[CH:17]=[CH:16][CH:15]=[CH:14][CH:13]=1.C(=O)([O-])[O-].[Cs+].[Cs+]>CS(C)=O>[Br:1][C:2]1[CH:7]=[C:6]([N+:8]([O-:10])=[O:9])[CH:5]=[CH:4][C:3]=1[O:18][C:12]1[CH:17]=[CH:16][CH:15]=[CH:14][CH:13]=1 |f:2.3.4|. Reported procedure: 2-Bromo-1-fluoro-4-nitrobenzene (2.5 g, 11.4 mmol), phenol (1.28 g, 13.6 mmol), and cesium carbonate (4.44 g, 13.6 mmol) were combined in dimethylsulfoxide (140 mL) and heated to 110° C. for 1 hour. The reaction mixture was partitioned between ethyl acetate and brine. The combined organics were washed with brine, dried (MgSO4), filtered and concentrated to afford the title compound.